Dataset: the Open Reaction Database (ORD), a public repository of structured organic reaction records. Task: describe an organic reaction: reactants, conditions, products, and yield The reactants are COC(=O)c1ccc(CNC(=O)c2cc(OCc3cccc(OC)c3)ccc2Cl)cc1, [Li+], C1COCCO1, [OH-], O. Product: COc1cccc(COc2ccc(Cl)c(C(=O)NCc3ccc(C(=O)O)cc3)c2)c1. As a reaction SMILES: [Cl:1][c:2]1[c:3]([C:18](=[O:19])[NH:20][CH2:21][c:22]2[cH:23][cH:24][c:25]([C:26](=[O:27])[O:28][CH3:29])[cH:30][cH:31]2)[cH:4][c:5]([O:8][CH2:9][c:10]2[cH:11][c:12]([O:16][CH3:17])[cH:13][cH:14][cH:15]2)[cH:6][cH:7]1.[Li+:32].[O:34]1[CH2:35][CH2:36][O:37][CH2:38][CH2:39]1.[OH-:33].[OH2:40]>>[Cl:1][c:2]1[c:3]([C:18](=[O:19])[NH:20][CH2:21][c:22]2[cH:23][cH:24][c:25]([C:26](=[O:27])[OH:28])[cH:30][cH:31]2)[cH:4][c:5]([O:8][CH2:9][c:10]2[cH:11][c:12]([O:16][CH3:17])[cH:13][cH:14][cH:15]2)[cH:6][cH:7]1.